This data is from the Open Reaction Database (ORD), a public repository of structured organic reaction records. The task is: describe an organic reaction: reactants, conditions, products, and yield The reactants are BrCc1ccncc1, Br, CCOC(=O)C(NC(C)=O)C(=O)OCC, CCO, [Na+], [OH-]. Yields the product CCOC(=O)C(Cc1ccncc1)(NC(C)=O)C(=O)OCC. Reaction SMILES: [Br:19][CH2:20][c:21]1[cH:22][cH:23][n:24][cH:25][cH:26]1.[BrH:18].[C:3]([CH3:4])(=[O:5])[NH:6][CH:7]([C:8](=[O:9])[O:10][CH2:11][CH3:12])[C:13](=[O:14])[O:15][CH2:16][CH3:17].[CH3:27][CH2:28][OH:29].[Na+:2].[OH-:1]>>[C:3]([CH3:4])(=[O:5])[NH:6][C:7]([C:8](=[O:9])[O:10][CH2:11][CH3:12])([C:13](=[O:14])[O:15][CH2:16][CH3:17])[CH2:20][c:21]1[cH:22][cH:23][n:24][cH:25][cH:26]1. As a reaction SMILES: [CH3:22][S:23]([CH3:24])=[O:25].[F:1][c:2]1[c:3]([CH2:8][NH:9][CH2:10][CH2:11][CH:12]([c:13]2[cH:14][cH:15][cH:16][cH:17][cH:18]2)[OH:19])[cH:4][cH:5][cH:6][cH:7]1.[H-:20].[Na+:21]>>[c:2]12[c:3]([cH:4][cH:5][cH:6][cH:7]1)[CH2:8][NH:9][CH2:10][CH2:11][CH:12]([c:13]1[cH:14][cH:15][cH:16][cH:17][cH:18]1)[O:19]2. Starting materials: CS(C)=O, OC(CCNCc1ccccc1F)c1ccccc1, [H-], [Na+]. Yields the product c1ccc(C2CCNCc3ccccc3O2)cc1.